Dataset: the Open Reaction Database (ORD), a public repository of structured organic reaction records. Task: describe an organic reaction: reactants, conditions, products, and yield The reactants are C1CCOC1, Cl, [Li+], Nc1nc(NCCCn2cc(-c3ccc(Cl)cc3Cl)cc2C(=O)OCc2ccccc2)ccc1[N+](=O)[O-], [OH-], O. The product is Nc1nc(NCCCn2cc(-c3ccc(Cl)cc3Cl)cc2C(=O)O)ccc1[N+](=O)[O-]. RXN SMILES: [CH2:41]1[O:42][CH2:43][CH2:44][CH2:45]1.[ClH:40].[Li+:1].[NH2:3][c:4]1[c:5]([N+:37](=[O:38])[O-:39])[cH:6][cH:7][c:8]([NH:10][CH2:11][CH2:12][CH2:13][n:14]2[c:15]([C:27](=[O:28])[O:29][CH2:30][c:31]3[cH:32][cH:33][cH:34][cH:35][cH:36]3)[cH:16][c:17](-[c:19]3[c:20]([Cl:26])[cH:21][c:22]([Cl:25])[cH:23][cH:24]3)[cH:18]2)[n:9]1.[OH-:2].[OH2:46]>>[NH2:3][c:4]1[c:5]([N+:37](=[O:38])[O-:39])[cH:6][cH:7][c:8]([NH:10][CH2:11][CH2:12][CH2:13][n:14]2[c:15]([C:27](=[O:28])[OH:29])[cH:16][c:17](-[c:19]3[c:20]([Cl:26])[cH:21][c:22]([Cl:25])[cH:23][cH:24]3)[cH:18]2)[n:9]1. Starting materials: Cc1ccccc1, C[Sn](C)(C)c1cncc(C#N)c1, CC(Nc1nc(Cl)cc(Cl)n1)c1ccc(F)cc1, I[Cu]I, c1ccc(P(c2ccccc2)(c2ccccc2)[Pd](P(c2ccccc2)(c2ccccc2)c2ccccc2)(P(c2ccccc2)(c2ccccc2)c2ccccc2)P(c2ccccc2)(c2ccccc2)c2ccccc2)cc1. Product: CC(Nc1nc(Cl)cc(-c2cncc(C#N)c2)n1)c1ccc(F)cc1. RXN SMILES: [CH3:111][c:112]1[cH:113][cH:114][cH:115][cH:116][cH:117]1.[CH3:19][Sn:20]([c:21]1[cH:22][n:23][cH:24][c:25]([C:26]#[N:27])[cH:28]1)([CH3:29])[CH3:30].[Cl:1][c:2]1[n:3][c:4]([NH:9][CH:10]([CH3:11])[c:12]2[cH:13][cH:14][c:15]([F:18])[cH:16][cH:17]2)[n:5][c:6]([Cl:8])[cH:7]1.[Cu:31]([I:32])[I:33].[cH:34]1[cH:35][cH:36][c:37]([P:38]([Pd:39]([P:40]([c:41]2[cH:42][cH:43][cH:44][cH:45][cH:46]2)([c:47]2[cH:48][cH:49][cH:50][cH:51][cH:52]2)[c:53]2[cH:54][cH:55][cH:56][cH:57][cH:58]2)([P:59]([c:60]2[cH:61][cH:62][cH:63][cH:64][cH:65]2)([c:66]2[cH:67][cH:68][cH:69][cH:70][cH:71]2)[c:72]2[cH:73][cH:74][cH:75][cH:76][cH:77]2)[P:78]([c:79]2[cH:80][cH:81][cH:82][cH:83][cH:84]2)([c:85]2[cH:86][cH:87][cH:88][cH:89][cH:90]2)[c:91]2[cH:92][cH:93][cH:94][cH:95][cH:96]2)([c:97]2[cH:98][cH:99][cH:100][cH:101][cH:102]2)[c:103]2[cH:104][cH:105][cH:106][cH:107][cH:108]2)[cH:109][cH:110]1>>[c:2]1(-[c:21]2[cH:22][n:23][cH:24][c:25]([C:26]#[N:27])[cH:28]2)[n:3][c:4]([NH:9][CH:10]([CH3:11])[c:12]2[cH:13][cH:14][c:15]([F:18])[cH:16][cH:17]2)[n:5][c:6]([Cl:8])[cH:7]1. Procedure details: To a solution of 4-methyl-2-[(E)-2-(3-methyl-5-pyridin-2-yl-3H-[1,2,3]triazol-4-yl)-vinyl]-thiazole-5-carboxylic acid (56 mg, 0.17 mmol) and TBTU (60 mg, 0.19 mmol) in DMF (0.9 mL) was added DIPEA (146 μL, 0.86 mmol). Then isopropylamine (16 μL, 0.24 mmol) was added and the mixture was stirred at room temperature under Ar for 1 h. The mixture was then evaporated and purification by chromatography (silica, 1 to 10% methanol in dichloromethane) afforded the title compound (36 mg, 57%) as a light y... RXN SMILES: [CH3:1][C:2]1[N:3]=[C:4](/[CH:10]=[CH:11]/[C:12]2[N:13]([CH3:23])[N:14]=[N:15][C:16]=2[C:17]2[CH:22]=[CH:21][CH:20]=[CH:19][N:18]=2)[S:5][C:6]=1[C:7]([OH:9])=O.CN(C(O[N:32]1N=N[C:34]2C=CC=[CH:38][C:33]1=2)=[N+](C)C)C.[B-](F)(F)(F)F.CCN(C(C)C)C(C)C.C(N)(C)C>CN(C=O)C>[CH:33]([NH:32][C:7]([C:6]1[S:5][C:4](/[CH:10]=[CH:11]/[C:12]2[N:13]([CH3:23])[N:14]=[N:15][C:16]=2[C:17]2[CH:22]=[CH:21][CH:20]=[CH:19][N:18]=2)=[N:3][C:2]=1[CH3:1])=[O:9])([CH3:38])[CH3:34] |f:1.2|. Starting materials: C(C)(C)N (isopropylamine), CC=1N=C(SC1C(=O)O)\C=C\C=1N(N=NC1C1=NC=CC=C1)C (4-methyl-2-[(E)-2-(3-methyl-5-pyridin-2-yl-3H-[1,2,3]triazol-4-yl)-vinyl]-thiazole-5-carboxylic acid), CN(C)C(=[N+](C)C)ON1C2=C(C=CC=C2)N=N1.[B-](F)(F)(F)F (TBTU), CCN(C(C)C)C(C)C (DIPEA). The solvent is CN(C)C=O (DMF). The product is C(C)(C)NC(=O)C1=C(N=C(S1)\C=C\C=1N(N=NC1C1=NC=CC=C1)C)C (4-Methyl-2-[(E)-2-(3-methyl-5-pyridin-2-yl-3H-[1,2,3]-triazol-4-yl)-vinyl]-thiazole-5-carboxylic acid isopropylamide). Reaction conditions: time 1 hour. Isolated yield 57.5%. The reactants are CCN1CCCOc2cc([N+](=O)[O-])ccc21, CCO, [H][H]. Product: CCN1CCCOc2cc(N)ccc21. RXN SMILES: [CH2:1]([CH3:2])[N:3]1[CH2:4][CH2:5][CH2:6][O:7][c:8]2[c:9]1[cH:10][cH:11][c:12]([N+:14]([O-:15])=[O:16])[cH:13]2.[CH3:19][CH2:20][OH:21].[H:17][H:18]>>[CH2:1]([CH3:2])[N:3]1[CH2:4][CH2:5][CH2:6][O:7][c:8]2[c:9]1[cH:10][cH:11][c:12]([NH2:14])[cH:13]2. Starting materials: C1(=CC=CC=C1)P(C1=CC=CC=C1)C1=CC=CC=C1 (triphenylphosphine), N(=NC(=O)OCC)C(=O)OCC (diethyl azodicarboxylate), C(C1=CC=CC=C1)OC=1C2=C(C=3CN(C(C3C1)=O)C(=O)OC(C)(C)C)O[C@]13[C@](C2)([C@H](CC[C@H]1C([C@H](CC3)O)(C)C)C)C ((6aR,7S,9aS,11S,13aS)-5-benzyloxy-2-(t-butoxycarbonyl)-2,3,6,6a,7,8,9,9a,10,11,12,13-dodecahydro-11-hydroxy-6a,7, 10, 10-tetramethyl-3-oxo-1H-benzo[8,8a][1]benzopyrano[2,3-e]isoindole), C1(=CC=CC=C1)P(C1=CC=CC=C1)C1=CC=CC=C1 (triphenylphosphine), N(=NC(=O)OCC)C(=O)OCC (diethyl azodicarboxylate). The solvent is C1=CC=CC=C1 (benzene). Yields the product C(C1=CC=CC=C1)OC=1C2=C(C=3CN(C(C3C1)=O)C(=O)OC(C)(C)C)O[C@]13[C@](C2)([C@H](CC[C@H]1C(C=CC3)(C)C)C)C ((6aR,7S,9aS,13aS)-5-benzyloxy-2-(t-butoxycarbonyl)-2,3,6,6a,7,8,9,9a,10,13-decahydro-6a,7,10,10-tetramethyl-3-oxo-1H-benzo[8,8a][1]benzopyrano[2,3-e]isoindole). Yield: 88.9%. Reaction SMILES: C1(P(C2C=CC=CC=2)C2C=CC=CC=2)C=CC=CC=1.N(C(OCC)=O)=NC(OCC)=O.[CH2:32]([O:39][C:40]1[C:41]2[CH2:60][C@:59]3([CH3:73])[C@@H:61]([CH3:72])[CH2:62][CH2:63][C@H:64]4[C:65]([CH3:71])([CH3:70])[C@@H:66](O)[CH2:67][CH2:68][C@@:58]34[O:57][C:42]=2[C:43]2[CH2:44][N:45]([C:50]([O:52][C:53]([CH3:56])([CH3:55])[CH3:54])=[O:51])[C:46](=[O:49])[C:47]=2[CH:48]=1)[C:33]1[CH:38]=[CH:37][CH:36]=[CH:35][CH:34]=1>C1C=CC=CC=1>[CH2:32]([O:39][C:40]1[C:41]2[CH2:60][C@:59]3([CH3:73])[C@@H:61]([CH3:72])[CH2:62][CH2:63][C@H:64]4[C:65]([CH3:71])([CH3:70])[CH:66]=[CH:67][CH2:68][C@@:58]34[O:57][C:42]=2[C:43]2[CH2:44][N:45]([C:50]([O:52][C:53]([CH3:56])([CH3:55])[CH3:54])=[O:51])[C:46](=[O:49])[C:47]=2[CH:48]=1)[C:33]1[CH:34]=[CH:35][CH:36]=[CH:37][CH:38]=1. Procedure details: Under nitrogen, 344 mg (1.31 mmol) of triphenylphosphine and 170 μl (1.08 mmol) of diethyl azodicarboxylate were added to a solution of Compound (39a) (503 mg, 0.875 mmol) in 35 ml of dry benzene, and the mixture heated to reflux for 25 min. After cooling to room temperature, the same amounts of triphenylphosphine and diethyl azodicarboxylate were added to the reaction mixture. The mixture was then heated to reflux for 25 min, and concentrated under reduced pressure to a half volume. The residue... Starting materials: ClC=1C=C2CCC(C2=C(C1)Cl)=O (5,7-dichloro-1-indanone), Cl.CON (O-methylhydroxylamine HCl). Solvent: O (water), CO (MeOH). Reaction conditions: time 17 hour. The product is CON=C1CCC2=CC(=CC(=C12)Cl)Cl (5,7-dichloro-2,3-dihydro-1H-inden-1-one O-methyl oxime). RXN SMILES: [Cl:1][C:2]1[CH:3]=[C:4]2[C:8](=[C:9]([Cl:11])[CH:10]=1)[C:7](=O)[CH2:6][CH2:5]2.Cl.[CH3:14][O:15][NH2:16]>CO.O>[CH3:14][O:15][N:16]=[C:7]1[C:8]2[C:4](=[CH:3][C:2]([Cl:1])=[CH:10][C:9]=2[Cl:11])[CH2:5][CH2:6]1 |f:1.2|. Procedure details: To a soln. of 5,7-dichloro-1-indanone (0.34 mmol) in 2 mL MeOH was added O-methylhydroxylamine HCl (0.34 mmol). The reaction mixture was stirred at RT for 17 h and then heated to 50° C. for 24 h. The mixture was cooled to RT, diluted with water and extracted 3 times with EtOAc. The comb. org. layers were dried over MgSO4 and conc. in vacuo to give the desired product as white solid.